This data is from the Open Reaction Database (ORD), a public repository of structured organic reaction records. The task is: describe an organic reaction: reactants, conditions, products, and yield Starting materials: C(C)(C)(C)OC(=O)N[C@@H]1CN(CCC1)C1=C(C=NC=C1)NC(=O)C1=NC2=CC(=CC=C2C=C1NC(OCC1=CC=CC=C1)=O)C=C (Benzyl (2-{[(4-{(3S)-3-[(tert-butoxycarbonyl)amino]piperidin-1-yl}pyridin-3-yl)amino]carbonyl}-7-vinylquinolin-3-yl)carbamate), C1CCOC1 (THF), I(=O)(=O)(=O)[O-].[Na+] (sodium metaperiodate). The reagents and catalysts are [Os](=O)(=O)(=O)=O (osmium tetroxide). Run in O (water), O (water). Reaction conditions: temperature 70 celsius, time 2 hour. Product: C(C)(C)(C)OC(=O)N[C@@H]1CN(CCC1)C1=C(C=NC=C1)NC(=O)C1=NC2=CC(=CC=C2C=C1NC(OCC1=CC=CC=C1)=O)C=O (Benzyl (2-{[(4-{(3S)-3-[(tert-butoxycarbonyl)amino]piperidin-1-yl}pyridin-3-yl)amino]carbonyl}-7-formylquinolin-3-yl)carbamate). Yield: 61.0%. As a reaction SMILES: [C:1]([O:5][C:6]([NH:8][C@H:9]1[CH2:14][CH2:13][CH2:12][N:11]([C:15]2[CH:20]=[CH:19][N:18]=[CH:17][C:16]=2[NH:21][C:22]([C:24]2[C:33]([NH:34][C:35](=[O:44])[O:36][CH2:37][C:38]3[CH:43]=[CH:42][CH:41]=[CH:40][CH:39]=3)=[CH:32][C:31]3[C:26](=[CH:27][C:28]([CH:45]=C)=[CH:29][CH:30]=3)[N:25]=2)=[O:23])[CH2:10]1)=[O:7])([CH3:4])([CH3:3])[CH3:2].C1C[O:50]CC1.I([O-])(=O)(=O)=O.[Na+]>O.[Os](=O)(=O)(=O)=O>[C:1]([O:5][C:6]([NH:8][C@H:9]1[CH2:14][CH2:13][CH2:12][N:11]([C:15]2[CH:20]=[CH:19][N:18]=[CH:17][C:16]=2[NH:21][C:22]([C:24]2[C:33]([NH:34][C:35](=[O:44])[O:36][CH2:37][C:38]3[CH:39]=[CH:40][CH:41]=[CH:42][CH:43]=3)=[CH:32][C:31]3[C:26](=[CH:27][C:28]([CH:45]=[O:50])=[CH:29][CH:30]=3)[N:25]=2)=[O:23])[CH2:10]1)=[O:7])([CH3:4])([CH3:2])[CH3:3] |f:2.3|. Procedure details: Benzyl (2-{[(4-{(3S)-3-[(tert-butoxycarbonyl)amino]piperidin-1-yl}pyridin-3-yl)amino]carbonyl}-7-vinylquinolin-3-yl)carbamate (520 mg, 0.84 mmol) was mixed with THF (20 mL), 0.25 M osmium tetroxide in water (1.0 mL, 0.3 mmol) and sodium metaperiodate (840 mg, 3.9 mmol) in water (2 mL). The reaction mixture was stirred at 70° C. for 2 h, then allowed to cool. After cooling, the mixture was filtered through a diatomaceous earth plug, which was rinsed with fresh THF. The filtrate was concentrated u... Reported procedure: A solution of 4.80 g (13.1 mmol) ethyl-8-bromo-5-isopropoxy-4-methoxy-2-naphthoate in 100 mL dry THF was cooled to 0° C. under Ar. A suspension of 498 mg (13.1 mmol) LiAlH4 in 60 mL dry THF was cooled to 0° C. and added to the ester over a period of 45 min. After stirring for 30 min at 0° C., 10 mL water and 10 mL 2N HCl were added carefully. The THF was concentrated in vacuo and the residue was extracted with dichloromethane, dried (MgSO4) and concentrated in vacuo. Column chromatography (dichl... Solvent: C1CCOC1 (THF), C1CCOC1 (THF). Product: BrC1=CC=C(C2=C(C=C(C=C12)CO)OC)OC(C)C (1-bromo-7-hydroxymethyl-4-isopropoxy-5-methoxy-naphthalene). As a reaction SMILES: C([O:3][C:4]([C:6]1[CH:15]=[C:14]([O:16][CH3:17])[C:13]2[C:8](=[C:9]([Br:22])[CH:10]=[CH:11][C:12]=2[O:18][CH:19]([CH3:21])[CH3:20])[CH:7]=1)=O)C.[H-].[H-].[H-].[H-].[Li+].[Al+3].O.Cl>C1COCC1>[Br:22][C:9]1[C:8]2[C:13](=[C:14]([O:16][CH3:17])[CH:15]=[C:6]([CH2:4][OH:3])[CH:7]=2)[C:12]([O:18][CH:19]([CH3:21])[CH3:20])=[CH:11][CH:10]=1 |f:1.2.3.4.5.6|. Conditions: temperature 0 celsius, time 30 minute. Reactants: [H-].[H-].[H-].[H-].[Li+].[Al+3] (LiAlH4), C(C)OC(=O)C1=CC2=C(C=CC(=C2C(=C1)OC)OC(C)C)Br (ethyl-8-bromo-5-isopropoxy-4-methoxy-2-naphthoate), O (water), Cl (HCl), ester. Isolated yield 93.9%. Reactants: OCC=1OC=CC1 (2-(hydroxymethyl)furan), [OH-].[Na+] (sodium hydroxide), ClC1=NC(=CC(=C1)C(Cl)(Cl)Cl)Cl (2,6-dichloro-4-(trichloromethyl)pyridine). Run in O (water), O (water). Run at temperature 50 celsius. Product: ClC1=NC(=CC(=C1)C(Cl)(Cl)Cl)OCC=1OC=CC1 (2-chloro-6-(2-furanylmethoxy)-4-(trichloromethyl)pyridine). The yield is 87.0%. As a reaction SMILES: [OH-].[Na+].[OH:3][CH2:4][C:5]1[O:6][CH:7]=[CH:8][CH:9]=1.[Cl:10][C:11]1[CH:16]=[C:15]([C:17]([Cl:20])([Cl:19])[Cl:18])[CH:14]=[C:13](Cl)[N:12]=1>O>[Cl:10][C:11]1[CH:16]=[C:15]([C:17]([Cl:18])([Cl:19])[Cl:20])[CH:14]=[C:13]([O:3][CH2:4][C:5]2[O:6][CH:7]=[CH:8][CH:9]=2)[N:12]=1 |f:0.1|. Reported procedure: To 24 grams (0.6 mole) of sodium hydroxide dissolved in 120 mls of water, was added 300 mls of 2-(hydroxymethyl)furan and the solution warmed to 50° C. In this mixture was added incremently over a 20 minute period, 106.15 grams (0.4 mole) of 2,6-dichloro-4-(trichloromethyl)pyridine. The mixture was heated to ~80° C. for ~3.5 hours and thereafter diluted with water and extracted with hexane. The extract was washed with water and the hexane evaporated off leaving ~114 grams (~87 percent of theoret... Starting materials: C1CCOC1, [Li]CCCC, CCOC(C)=O, O=S(=O)(Cl)c1ccc(C(F)(F)F)cc1, c1cc[nH]c1. Product: O=S(=O)(c1ccc(C(F)(F)F)cc1)n1cccc1. Reaction SMILES: [CH2:25]1[O:26][CH2:27][CH2:28][CH2:29]1.[CH3:1][CH2:2][CH2:3][CH2:4][Li:5].[CH3:30][CH2:31][O:32][C:33]([CH3:34])=[O:35].[F:11][C:12]([c:13]1[cH:14][cH:15][c:16]([S:19](=[O:20])(=[O:21])[Cl:22])[cH:17][cH:18]1)([F:23])[F:24].[nH:6]1[cH:7][cH:8][cH:9][cH:10]1>>[n:6]1([S:19]([c:16]2[cH:15][cH:14][c:13]([C:12]([F:11])([F:23])[F:24])[cH:18][cH:17]2)(=[O:20])=[O:21])[cH:7][cH:8][cH:9][cH:10]1. The reactants are CCCCC(=O)c1ccc(Br)cc1, C1CCOC1, CCOCC, Cl, O=N[O-], [Na+]. Yields the product CCCC(=NO)C(=O)c1ccc(Br)cc1. As a reaction SMILES: [Br:2][c:3]1[cH:4][cH:5][c:6]([C:9]([CH2:10][CH2:11][CH2:12][CH3:13])=[O:14])[cH:7][cH:8]1.[CH2:19]1[O:20][CH2:21][CH2:22][CH2:23]1.[CH3:24][CH2:25][O:26][CH2:27][CH3:28].[ClH:1].[N:15](=[O:16])[O-:17].[Na+:18]>>[Br:2][c:3]1[cH:4][cH:5][c:6]([C:9]([C:10]([CH2:11][CH2:12][CH3:13])=[N:15][OH:16])=[O:14])[cH:7][cH:8]1. The reactants are N1C=NC=C1 (imidazole), COC1=C(CBr)C(=C(C(=C1C)C)OC)C (2,5-dimethoxy-3,4,6-trimethylbenzyl bromide). The solvent is CN(C=O)C (dimethylformamide), C(C)N(CC)CC (triethylamine), O (water). Conditions: time 1 hour. Product: COC1=C(CN2C=NC=C2)C(=C(C(=C1C)C)OC)C (1-(2,5-dimethoxy-3,4,6-trimethylbenzyl)imidazole). The yield is 47.2%. RXN SMILES: [NH:1]1[CH:5]=[CH:4][N:3]=[CH:2]1.[CH3:6][O:7][C:8]1[C:15]([CH3:16])=[C:14]([CH3:17])[C:13]([O:18][CH3:19])=[C:12]([CH3:20])[C:9]=1[CH2:10]Br>CN(C)C=O.C(N(CC)CC)C.O>[CH3:19][O:18][C:13]1[C:14]([CH3:17])=[C:15]([CH3:16])[C:8]([O:7][CH3:6])=[C:9]([CH3:10])[C:12]=1[CH2:20][N:1]1[CH:5]=[CH:4][N:3]=[CH:2]1. Procedure details: To a solution of 499 mg (7.33 mmol) of imidazole and 2.0 g (7.33 mmol) of 2,5-dimethoxy-3,4,6-trimethylbenzyl bromide in 12 ml of dimethylformamide, 1.2 ml of triethylamine was added and stirred at room temperature for 1 hour. The reaction mixture was diluted with water and extracted with ethyl acetate. The extract was washed with water and dried, from which the solvent was evaporated off. The residue was purified with silica gel column chromatography (chloroform-methanol(1:1)) and recrystallize...